This data is from the Open Reaction Database (ORD), a public repository of structured organic reaction records. The task is: describe an organic reaction: reactants, conditions, products, and yield Reactants: Cl.CN(C)CC(=S)N (dimethylaminothioacetamide hydrochloride), BrCC(C(=O)OCC)=O (ethyl bromopyruvate), C(C)O (ethanol). Solvent: CCOCC (ether), O (water). Yields the product CN(C)CC=1SC=C(N1)C(=O)OCC (Ethyl 2 -(dimethylaminomethyl)-4-thiazolecarboxylate). RXN SMILES: Cl.[CH3:2][N:3]([CH2:5][C:6]([NH2:8])=[S:7])[CH3:4].Br[CH2:10][C:11](=O)[C:12]([O:14][CH2:15][CH3:16])=[O:13].C(O)C>CCOCC.O>[CH3:2][N:3]([CH2:5][C:6]1[S:7][CH:10]=[C:11]([C:12]([O:14][CH2:15][CH3:16])=[O:13])[N:8]=1)[CH3:4] |f:0.1|. Procedure: A reaction mixture was prepared containing 15.5 g of dimethylaminothioacetamide hydrochloride, 20.5 g. of ethyl bromopyruvate and 100 ml. of ethanol. The reaction mixture was heated to refluxing temperature for about four hours after which time the solvent was removed in vacuo in a rotary evaporator. The residue, containing ethyl 2-(dimethylaminomethyl)-4-thiazolecarboxylate formed in the above reaction, was dissolved in a mixture of ether and water. The aqueous layer was separated. The ether la...